From a dataset of the Open Reaction Database (ORD), a public repository of structured organic reaction records. describe an organic reaction: reactants, conditions, products, and yield Reactants: [Li] (lithium), C(C1=CC=CC=C1)N1S(C=CC2=C1C=CC=C2)(=O)=O (1-benzyl-1H-benzo[c][1,2]thiazine 2,2-dioxide), CCO (EtOH), N (NH3). Solvent: C1CCOC1 (THF). Conditions: time 0.5 hour. Yields the product N1S(CCC2=C1C=CC=C2)(=O)=O (3,4-dihydro-1H-benzo[c][1,2]thiazine 2,2-dioxide). The yield is 34.1%. RXN SMILES: [Li].C([N:9]1[C:14]2[CH:15]=[CH:16][CH:17]=[CH:18][C:13]=2[CH:12]=[CH:11][S:10]1(=[O:20])=[O:19])C1C=CC=CC=1.CCO.N>C1COCC1>[NH:9]1[C:14]2[CH:15]=[CH:16][CH:17]=[CH:18][C:13]=2[CH2:12][CH2:11][S:10]1(=[O:19])=[O:20] |^1:0|. Procedure: Freshly polished lithium flakes (2.0 g, 0.28 mol) were added to a solution of 1-benzyl-1H-benzo[c][1,2]thiazine 2,2-dioxide (6.5 g, 24 mmol) in THF (120 mL)/EtOH (12 mL) and liquid NH3 (150 mL) at −40° C. with stirring over 0.5 h. The reaction was quenched with NH4Cl powder (10 g). Water (200 mL) and EtOAc (200 mL) were added. The two layers were separated and the aqueous phase was extracted with EtOAc (100 mL×3). The combined organic phases were washed with brine (200 mL×3), dried over anhydrou... Starting materials: S(=O)([O-])[O-].[Na+].[Na+] (Sodium sulfite), C(C1=CC=CC=C1)OC1=C(C=CC=C1)CBr (1-benzyloxy-2-bromomethyl-benzene), Cl (HCl). The reagents and catalysts are [I-].C(CCC)[N+](CCCC)(CCCC)CCCC (tetrabutylammonium iodide). Solvent: O (water). Conditions: temperature 0 celsius. Yields the product C(C1=CC=CC=C1)OC1=C(C=CC=C1)CS(=O)(=O)O ((2-Benzyloxy-phenyl)-methanesulfonic acid). Yield: 7.6%. As a reaction SMILES: [S:1]([O-:4])([O-:3])=[O:2].[Na+].[Na+].[CH2:7]([O:14][C:15]1[CH:20]=[CH:19][CH:18]=[CH:17][C:16]=1[CH2:21]Br)[C:8]1[CH:13]=[CH:12][CH:11]=[CH:10][CH:9]=1.Cl>[I-].C([N+](CCCC)(CCCC)CCCC)CCC.O>[CH2:7]([O:14][C:15]1[CH:20]=[CH:19][CH:18]=[CH:17][C:16]=1[CH2:21][S:1]([OH:4])(=[O:3])=[O:2])[C:8]1[CH:9]=[CH:10][CH:11]=[CH:12][CH:13]=1 |f:0.1.2,5.6|. Procedure: Sodium sulfite (4.2 g) was added to a stirred mixture of 1-benzyloxy-2-bromomethyl-benzene (8.9 g), tetrabutylammonium iodide (59 mg) and water (150 ml). The mixture was warmed to reflux for overnight. As the mixture cooled to 0° C., it was acidified by 6N HCl. Extraction by ethyl acetate (100 ml×6) was performed (some remained in the aqueous layer). The combined organic phases were dried over MgSO4. The filtrate was concentrated on vacuo. The product was triturated by ethyl ether to give (2-Ben... The reactants are O=C(O)c1ccc(Br)s1, C1COCCO1, COc1c(B2OC(C)(C)C(C)(C)O2)cccc1[N+](=O)[O-], [Na+], [Na+], O=C([O-])[O-], O, c1ccc(P(c2ccccc2)(c2ccccc2)[Pd](P(c2ccccc2)(c2ccccc2)c2ccccc2)(P(c2ccccc2)(c2ccccc2)c2ccccc2)P(c2ccccc2)(c2ccccc2)c2ccccc2)cc1. Yields the product COc1c(-c2ccc(C(=O)O)s2)cccc1[N+](=O)[O-]. RXN SMILES: [Br:21][c:22]1[cH:23][cH:24][c:25]([C:27](=[O:28])[OH:29])[s:26]1.[CH2:36]1[O:37][CH2:38][CH2:39][O:40][CH2:41]1.[CH3:1][O:2][c:3]1[c:4]([B:12]2[O:13][C:14]([CH3:15])([CH3:16])[C:17]([CH3:18])([CH3:19])[O:20]2)[cH:5][cH:6][cH:7][c:8]1[N+:9](=[O:10])[O-:11].[Na+:30].[Na+:31].[O-:32][C:33](=[O:34])[O-:35].[OH2:42].[cH:43]1[cH:44][cH:45][c:46]([P:47]([Pd:48]([P:49]([c:50]2[cH:51][cH:52][cH:53][cH:54][cH:55]2)([c:56]2[cH:57][cH:58][cH:59][cH:60][cH:61]2)[c:62]2[cH:63][cH:64][cH:65][cH:66][cH:67]2)([P:68]([c:69]2[cH:70][cH:71][cH:72][cH:73][cH:74]2)([c:75]2[cH:76][cH:77][cH:78][cH:79][cH:80]2)[c:81]2[cH:82][cH:83][cH:84][cH:85][cH:86]2)[P:87]([c:88]2[cH:89][cH:90][cH:91][cH:92][cH:93]2)([c:94]2[cH:95][cH:96][cH:97][cH:98][cH:99]2)[c:100]2[cH:101][cH:102][cH:103][cH:104][cH:105]2)([c:106]2[cH:107][cH:108][cH:109][cH:110][cH:111]2)[c:112]2[cH:113][cH:114][cH:115][cH:116][cH:117]2)[cH:118][cH:119]1>>[CH3:1][O:2][c:3]1[c:4](-[c:22]2[cH:23][cH:24][c:25]([C:27](=[O:28])[OH:29])[s:26]2)[cH:5][cH:6][cH:7][c:8]1[N+:9](=[O:10])[O-:11]. Starting materials: COC(C=1C(C(=O)OC)=C(C=CC1)NC1=CC(=C(C=C1)OC)OCC)=O (3-(3-ethoxy-4-methoxyphenylamino)phthalic acid dimethyl ester), [OH-].[Na+] (NaOH). Run in C(C)O (ethanol). Product: C(C)OC=1C=C(C=CC1OC)NC1=C(C(C(=O)O)=CC=C1)C(=O)O (3-(3-Ethoxy-4-methoxyphenylamino)phthalic acid). The yield is 85.5%. Reaction SMILES: C[O:2][C:3](=[O:26])[C:4]1[C:5](=[C:10]([NH:14][C:15]2[CH:20]=[CH:19][C:18]([O:21][CH3:22])=[C:17]([O:23][CH2:24][CH3:25])[CH:16]=2)[CH:11]=[CH:12][CH:13]=1)[C:6]([O:8]C)=[O:7].[OH-].[Na+]>C(O)C>[CH2:24]([O:23][C:17]1[CH:16]=[C:15]([NH:14][C:10]2[CH:11]=[CH:12][CH:13]=[C:4]([C:3]([OH:26])=[O:2])[C:5]=2[C:6]([OH:8])=[O:7])[CH:20]=[CH:19][C:18]=1[O:21][CH3:22])[CH3:25] |f:1.2|. Reported procedure: A mixture of 3-(3-ethoxy-4-methoxyphenylamino)phthalic acid dimethyl ester (0.85 g, 2.4 mmol) and 3N NaOH (50 mL) in ethanol (100 mL) was heated to reflux for 3 hours. The mixture was cooled, and the solvent was removed under vacuum. The residue was dissolved in water (100 mL), washed with ethyl acetate (3×75 mL), acidified (HCl) and extracted with ethyl acetate (3×75 mL). The combined organic extracts were washed with water (3×75 mL), dried (MgSO4), and evaporated, providing 0.68 g of the produ... Reactants: CC(=O)Nc1nc(CCc2ccc(NC(=O)OC(C)(C)C)cc2)c(CNCCC(=O)N(C)C)s1, CC(=O)O[BH-](OC(C)=O)OC(C)=O, CO, ClCCl, [Na+], [Na+], [OH-], O. Product: CC(=O)Nc1nc(CCc2ccc(NC(=O)OC(C)(C)C)cc2)c(CN(C)CCC(=O)N(C)C)s1. As a reaction SMILES: [C:1]([CH3:2])(=[O:3])[NH:4][c:5]1[s:6][c:7]([CH2:26][NH:27][CH2:28][CH2:29][C:30](=[O:31])[N:32]([CH3:33])[CH3:34])[c:8]([CH2:10][CH2:11][c:12]2[cH:13][cH:14][c:15]([NH:18][C:19]([O:20][C:21]([CH3:22])([CH3:23])[CH3:24])=[O:25])[cH:16][cH:17]2)[n:9]1.[C:37]([O:38][BH-:39]([O:40][C:41](=[O:42])[CH3:43])[O:44][C:45](=[O:46])[CH3:47])(=[O:48])[CH3:49].[CH3:35][OH:36].[Cl:53][CH2:54][Cl:55].[Na+:50].[Na+:52].[OH-:51].[OH2:56]>>[C:1]([CH3:2])(=[O:3])[NH:4][c:5]1[s:6][c:7]([CH2:26][N:27]([CH2:28][CH2:29][C:30](=[O:31])[N:32]([CH3:33])[CH3:34])[CH3:37])[c:8]([CH2:10][CH2:11][c:12]2[cH:13][cH:14][c:15]([NH:18][C:19]([O:20][C:21]([CH3:22])([CH3:23])[CH3:24])=[O:25])[cH:16][cH:17]2)[n:9]1. Starting materials: N1CCCC1 (pyrrolidine), FC(C(=O)OC1=C(C(=C(C(=C1F)F)F)F)F)(F)F (Pentafluorophenyl trifluoroacetate), NC1=CC(=NN1CC)CC(=O)O ((5-amino-1-ethyl-1H-pyrazol-3-yl) acetic acid), N1=CC=CC=C1 (pyridine). Solvent: CN(C)C=O (DMF). Reaction conditions: time 15 minute. The product is C(C)N1N=C(C=C1NC(C(F)(F)F)=O)CC(N1CCCC1)=O (N-{1-Ethyl-3-[2-oxo-2-(1-pyrrolidinyl)ethyl]-1H-pyrazol-5-yl}-2,2,2-trifluoroacetamide). Yield: 44.3%. Reaction SMILES: [F:1][C:2]([F:18])([F:17])[C:3]([O:5]C1C(F)=C(F)C(F)=C(F)C=1F)=O.[NH2:19][C:20]1[N:24]([CH2:25][CH3:26])[N:23]=[C:22]([CH2:27][C:28]([OH:30])=O)[CH:21]=1.[N:31]1[CH:36]=[CH:35][CH:34]=[CH:33]C=1.N1CCCC1>CN(C=O)C>[CH2:25]([N:24]1[C:20]([NH:19][C:3](=[O:5])[C:2]([F:1])([F:17])[F:18])=[CH:21][C:22]([CH2:27][C:28](=[O:30])[N:31]2[CH2:33][CH2:34][CH2:35][CH2:36]2)=[N:23]1)[CH3:26]. Procedure details: Pentafluorophenyl trifluoroacetate (497 mg, 1.773 mmol) was added dropwise to a stirred solution of (5-amino-1-ethyl-1H-pyrazol-3-yl) acetic acid (150 mg, 0.887 mmol) and pyridine (0.143 mL, 1.773 mmol) in DMF (3 mL). The reaction mixture was stirred for 15 min and pyrrolidine (0.220 mL, 2.66 mmol) was added. The reaction mixture was stirred at 65° C. for 40 min. The mixture was cooled and quenched with water (5 mL) and extracted with EtOAc (3×). The extract was dried over Na2SO4, filtered and c... The reactants are C(=O)([O-])[O-].[K+].[K+] (K2CO3), FCCI (1-fluoro-2-iodoethane), N1(CCNCC1)C(=O)OC(C)(C)C (1,1-dimethylethyl 1-piperazinecarboxylate). Run in C1CCOC1 (THF). Run at temperature 85 celsius. Product: FCCN1CCN(CC1)C(=O)OC(C)(C)C (1,1-dimethylethyl 4-(2-fluoroethyl)-1-piperazinecarboxylate). RXN SMILES: [N:1]1([C:7]([O:9][C:10]([CH3:13])([CH3:12])[CH3:11])=[O:8])[CH2:6][CH2:5][NH:4][CH2:3][CH2:2]1.C([O-])([O-])=O.[K+].[K+].[F:20][CH2:21][CH2:22]I>C1COCC1>[F:20][CH2:21][CH2:22][N:4]1[CH2:5][CH2:6][N:1]([C:7]([O:9][C:10]([CH3:13])([CH3:12])[CH3:11])=[O:8])[CH2:2][CH2:3]1 |f:1.2.3|. Procedure: In a sealed tube, 1,1-dimethylethyl 1-piperazinecarboxylate (10.0 g, 54.0 mmol) was dissolved in 100 mL of THF. K2CO3 (11.2 g, 81.0 mmol) and 1-fluoro-2-iodoethane (11.3 g, 64.8 mmol) were added and the reaction was heated to 85° C. for 16 h. The reaction was cooled to rt and solids were filtered and washed with DCM. The filtrate was concentrated in vacuo being careful not to heat the H2O bath past 30° C. The resulting crude product, 1,1-dimethylethyl 4-(2-fluoroethyl)-1-piperazinecarboxylate wa...